Dataset: the Open Reaction Database (ORD), a public repository of structured organic reaction records. Task: describe an organic reaction: reactants, conditions, products, and yield Starting materials: Cc1ccccc1, CCCCCCCCCCCC(=O)O, NCCO. Yields the product CCCCCCCCCCCC(=O)NCCO. Reaction SMILES: [CH3:19][c:20]1[cH:21][cH:22][cH:23][cH:24][cH:25]1.[CH3:5][CH2:6][CH2:7][CH2:8][CH2:9][CH2:10][CH2:11][CH2:12][CH2:13][CH2:14][CH2:15][C:16]([OH:17])=[O:18].[NH2:1][CH2:2][CH2:3][OH:4]>>[NH:1]([CH2:2][CH2:3][OH:4])[C:16]([CH2:15][CH2:14][CH2:13][CH2:12][CH2:11][CH2:10][CH2:9][CH2:8][CH2:7][CH2:6][CH3:5])=[O:17]. Starting materials: ClC1=NC=CC(=C1)C#N (2-chloro-4-cyanopyridine), C1(=CC=CC=C1)O (phenol), C([O-])([O-])=O.[K+].[K+] (potassium carbonate), Cl (hydrochloric acid), crude product. Run in CN(C=O)C (dimethylformamide), O (water), C1(=CC=CC=C1)C (toluene), [H-].C(C(C)C)[Al+]CC(C)C (diisobutylaluminum hydride). Conditions: temperature 120 celsius, time 8 hour. Product: O(C1=CC=CC=C1)C=1C=C(C=O)C=CN1 (2-phenoxyisonicotinaldehyde). RXN SMILES: Cl[C:2]1[CH:7]=[C:6]([C:8]#N)[CH:5]=[CH:4][N:3]=1.[C:10]1([OH:16])[CH:15]=[CH:14][CH:13]=[CH:12][CH:11]=1.C(=O)([O-])[O-:18].[K+].[K+].Cl>CN(C)C=O.C1(C)C=CC=CC=1.[H-].C([Al+]CC(C)C)C(C)C.O>[O:16]([C:2]1[CH:7]=[C:6]([CH:5]=[CH:4][N:3]=1)[CH:8]=[O:18])[C:10]1[CH:15]=[CH:14][CH:13]=[CH:12][CH:11]=1 |f:2.3.4,8.9|. Procedure: To a solution of 2-chloro-4-cyanopyridine (1.5 g) in dimethylformamide (10 ml), 1.52 g of phenol and 2.2 g of potassium carbonate were added, and the reaction solution was stirred overnight at 120° C. The reaction solution was cooled, then 1N hydrochloric acid was added, and the mixture was extracted with ethyl acetate. The combined organic layers were washed with a saturated saline solution and then dried over anhydrous sodium sulfate. The solvent was distilled off under reduced pressure, and t... The reactants are O (H2O), C1(=CC=CC=C1O)C (o-cresol), BrC(C(=O)OCC)C (ethyl 2-bromopropionate), C(=O)([O-])[O-].[K+].[K+] (K2CO3). Run in CN(C)C=O (DMF). Reaction conditions: temperature 70 celsius. The product is CC1=C(OC(C(=O)OCC)C)C=CC=C1 (ethyl 2-(2-methylphenoxy)propionate). RXN SMILES: [C:1]1([CH3:8])[C:6]([OH:7])=[CH:5][CH:4]=[CH:3][CH:2]=1.Br[CH:10]([CH3:16])[C:11]([O:13][CH2:14][CH3:15])=[O:12].C([O-])([O-])=O.[K+].[K+].O>CN(C=O)C>[CH3:8][C:1]1[CH:2]=[CH:3][CH:4]=[CH:5][C:6]=1[O:7][CH:10]([CH3:16])[C:11]([O:13][CH2:14][CH3:15])=[O:12] |f:2.3.4|. Procedure: A mixture of 10.8 g (0.1 mol) of o-cresol, 18.1 g (0.1 mol) of ethyl 2-bromopropionate, and 14.5 g of K2CO3 in 50 ml of DMF is heated at 70° C. for 3 days. The reaction mixture is poured into H2O, and extracted with ethyl acetate. The organic solution is dried and evaporated to give ethyl 2-(2-methylphenoxy)propionate which is used directly in the next step. Starting materials: C[C@@]12C=CC[C@H]1[C@@H]1CC[C@H]3CC(CC[C@]3(C)[C@H]1CC2)=O (5α-Androst-16-en-3-one), [BH4-].[Na+] (sodium borohydride). The solvent is C1CCOC1.CO (THF MeOH). The product is C[C@@]12C=CC[C@H]1[C@@H]1CC[C@H]3C[C@@H](CC[C@]3(C)[C@H]1CC2)O (5α-Androst-16-en-3α-ol). Reaction SMILES: [CH3:1][C@:2]12[CH2:19][CH2:18][C@H:17]3[C@@H:7]([CH2:8][CH2:9][C@@H:10]4[C@:15]3([CH3:16])[CH2:14][CH2:13][C:12](=[O:20])[CH2:11]4)[C@@H:6]1[CH2:5][CH:4]=[CH:3]2.[BH4-].[Na+]>C1COCC1.CO>[CH3:1][C@:2]12[CH2:19][CH2:18][C@H:17]3[C@@H:7]([CH2:8][CH2:9][C@@H:10]4[C@:15]3([CH3:16])[CH2:14][CH2:13][C@@H:12]([OH:20])[CH2:11]4)[C@@H:6]1[CH2:5][CH:4]=[CH:3]2 |f:1.2,3.4|. Procedure: This synthesis is depicted in FIG. 1. Ketone 1 (500 mg, 1.84 mmol) was reduced with sodium borohydride (d, 75 mg, 2 mmol) in THF/MeOH 5:1 (18 ml) at RT. (2 h). The crude product was chromatographed on silica gel (60 g) using toluene/ethyl acetate 2:1. After traces of the axial alcohol 2 (9 mg, 2%), the pure equatorial alcohol 3 (388 mg, 77%) was eluted. An analytical sample was recrystallized from MeOH/water. M.p. 124°-125°, [a]D =+14.2° (c=1.12) ([2]: m.p, 125°-127°, [a]D17 =+11.2° (c=0.76)). -...